Dataset: the Open Reaction Database (ORD), a public repository of structured organic reaction records. Task: describe an organic reaction: reactants, conditions, products, and yield The reactants are BrC=1C=C2C(=C(C=NC2=CC1)C(=O)C1CC1)NC1=CC=C(C=C1)C(C)(C)NC(OC(C)(C)C)=O (tert-butyl 2-{4-[6-bromo-3-(cyclopropanecarbonyl)quinolin-4-ylamino]phenyl}propan-2-ylcarbamate), ClC1=C(C(=CC(=C1)B1OC(C(O1)(C)C)(C)C)F)O (2-chloro-6-fluoro-4-(4,4,5,5-tetramethyl-1,3,2-dioxaborolan-2-yl)phenol). The product is ClC=1C=C(C=C(C1O)F)C=1C=C2C(=C(C=NC2=CC1)C(=O)C1CC1)NC1=CC=C(C=C1)C(C)(C)NC(OC(C)(C)C)=O (tert-Butyl 2-{4-[6-(3-chloro-5-fluoro-4-hydroxyphenyl)-3-(cyclopropanecarbonyl)quinolin-4-ylamino]phen yl}propan-2-ylcarbamate). The yield is 82.3%. RXN SMILES: Br[C:2]1[CH:3]=[C:4]2[C:9](=[CH:10][CH:11]=1)[N:8]=[CH:7][C:6]([C:12]([CH:14]1[CH2:16][CH2:15]1)=[O:13])=[C:5]2[NH:17][C:18]1[CH:23]=[CH:22][C:21]([C:24]([NH:27][C:28](=[O:34])[O:29][C:30]([CH3:33])([CH3:32])[CH3:31])([CH3:26])[CH3:25])=[CH:20][CH:19]=1.[Cl:35][C:36]1[CH:41]=[C:40](B2OC(C)(C)C(C)(C)O2)[CH:39]=[C:38]([F:51])[C:37]=1[OH:52]>>[Cl:35][C:36]1[CH:41]=[C:40]([C:2]2[CH:3]=[C:4]3[C:9](=[CH:10][CH:11]=2)[N:8]=[CH:7][C:6]([C:12]([CH:14]2[CH2:16][CH2:15]2)=[O:13])=[C:5]3[NH:17][C:18]2[CH:23]=[CH:22][C:21]([C:24]([NH:27][C:28](=[O:34])[O:29][C:30]([CH3:31])([CH3:32])[CH3:33])([CH3:26])[CH3:25])=[CH:20][CH:19]=2)[CH:39]=[C:38]([F:51])[C:37]=1[OH:52]. Procedure details: Following general procedure F, tert-butyl 2-{4-[6-bromo-3-(cyclopropanecarbonyl)quinolin-4-ylamino]phenyl}propan-2-ylcarbamate (74 mg, 0.140 mmol) was reacted with 2-chloro-6-fluoro-4-(4,4,5,5-tetramethyl-1,3,2-dioxaborolan-2-yl)phenol (57 mg, 0.210 mmol) to afford the crude product (68 mg) as a yellow solid: ESI MS m/z 590 [C33H33ClFN3O4+H]+. The reactants are O.NN (Hydrazine hydrate), ClC=1C2=C(N=C(N1)SC)C=CC=N2 (4-chloro-2-methylthiopyrido[3,2-d]pyrimidine). The solvent is C(C)O (ethanol). Run at time 30 minute. Product: N(N)C=1C2=C(N=C(N1)SC)C=CC=N2 (4-Hydrazino-2-methylthiopyrido[3,2-d]pyrimidine). The yield is 95.9%. RXN SMILES: O.[NH2:2][NH2:3].Cl[C:5]1[C:6]2[N:16]=[CH:15][CH:14]=[CH:13][C:7]=2[N:8]=[C:9]([S:11][CH3:12])[N:10]=1>C(O)C>[NH:2]([C:5]1[C:6]2[N:16]=[CH:15][CH:14]=[CH:13][C:7]=2[N:8]=[C:9]([S:11][CH3:12])[N:10]=1)[NH2:3] |f:0.1|. Reported procedure: Hydrazine hydrate (13.0 mL (13.3 g, 237 mmol)) was added at ambient temperature with stirring to a mixture of 16.7 g (79 mmol) of 4-chloro-2-methylthiopyrido[3,2-d]pyrimidine in 200 mL of ethanol. There was a slight exotherm and the mixture thickened and then became more mobile again. After 30 min, the volatile components were removed by evaporation under reduced pressure. The residue was diluted with water and the solids were recovered by filtration, washed with ether, and dried to obtain 15.7 ...